describe an organic reaction: reactants, conditions, products, and yield From a dataset of the Open Reaction Database (ORD), a public repository of structured organic reaction records. The reactants are COC(C1=C(C=C(C=C1)OCCCBr)NC(C1=C(C=CC=C1)C(F)(F)F)=O)=O (4-(3-bromo-propoxy)-2-(2-trifluoromethyl-benzoylamino)-benzoic acid methyl ester), FC(C1=CC=C(C=NO)C=C1)(F)F (4-trifluoromethyl-benzaldehyde oxime). The product is FC(C1=C(C(=O)NC2=C(C(=O)O)C=CC(=C2)OCCCO/N=C/C2=CC=C(C=C2)C(F)(F)F)C=CC=C1)(F)F (2-{[2-(Trifluoromethyl)benzoyl]amino}-4-{3-[({(1E)-[4-(trifluoromethyl)phenyl]methylidene}amino)oxy]propoxy}benzoic acid). Isolated yield 70.0%. RXN SMILES: C[O:2][C:3](=[O:28])[C:4]1[CH:9]=[CH:8][C:7]([O:10][CH2:11][CH2:12][CH2:13]Br)=[CH:6][C:5]=1[NH:15][C:16](=[O:27])[C:17]1[CH:22]=[CH:21][CH:20]=[CH:19][C:18]=1[C:23]([F:26])([F:25])[F:24].[F:29][C:30]([F:41])([F:40])[C:31]1[CH:39]=[CH:38][C:34]([CH:35]=[N:36][OH:37])=[CH:33][CH:32]=1>>[F:26][C:23]([F:24])([F:25])[C:18]1[CH:19]=[CH:20][CH:21]=[CH:22][C:17]=1[C:16]([NH:15][C:5]1[CH:6]=[C:7]([O:10][CH2:11][CH2:12][CH2:13][O:37]/[N:36]=[CH:35]/[C:34]2[CH:33]=[CH:32][C:31]([C:30]([F:29])([F:41])[F:40])=[CH:39][CH:38]=2)[CH:8]=[CH:9][C:4]=1[C:3]([OH:2])=[O:28])=[O:27]. Reported procedure: The title compound (0.404 g, 70%) was prepared as a white solid from 4-(3-bromo-propoxy)-2-(2-trifluoromethyl-benzoylamino)-benzoic acid methyl ester and 4-trifluoromethyl-benzaldehyde oxime using a procedure similar to step 1 of example 6. mp=147.2-147.9° C.; mass spectrum −ES, (M−H) m/z 553. 1H NMR (400 MHz, DMSO-d6); δ 13.40 (bs, 1H), 11.90 (bs, 1H), 8.38 (s, 1H), 8.26 (d, 1H), 7.97 (d, 1H), 7.86 (d, 1H), 7.77 (m, 7H), 6.81 (dd, 1H), 4.33 (t, 2H), 4.18 (t, 2H), 2.18 (m, 2H). Elemental analysi... The reactants are C(C)C=1OCCN1 (2-ethyl-2-oxazoline), NN (hydrazine). The solvent is O1CCCC1 (tetrahydrofuran). Conditions: temperature 60 celsius. Yields the product C(C)C=1NNC(=NN1)CC (3,6-diethyl-1,2-dihydro-1,2,4,5-tetrazine). Reaction SMILES: [CH2:1]([C:3]1OCC[N:7]=1)[CH3:2].[NH2:8][NH2:9]>O1CCCC1>[CH2:1]([C:3]1[NH:8][NH:9][C:3]([CH2:1][CH3:2])=[N:7][N:7]=1)[CH3:2]. Reported procedure: In a nitrogen flushed flask were mixed 2-ethyl-2-oxazoline (99 g, 1 mole) and anhydrous hydrazine (32 g, 1 mole) in 150 ml of tetrahydrofuran. The mixture was heated 2 hours at 60° C. to obtain a yellow solution. The solvent was stripped to give a pale yellow oil. On standing, white crystals formed. They were recrystallized from 2-propanol to give 3,6-diethyl-1,2-dihydro-1,2,4,5-tetrazine as identified by mass spectroscopy, 13C NMR, and infrared analyses, mp 118.5°-119.5° C.